describe an organic reaction: reactants, conditions, products, and yield From a dataset of the Open Reaction Database (ORD), a public repository of structured organic reaction records. Reactants: [C-]#N, CN(C)P(=O)(N(C)C)N(C)C, Clc1ccc(C(c2ccccc2)c2ccccc2)cn1, NCCN. The product is N#Cc1ccc(C(c2ccccc2)c2ccccc2)cn1. As a reaction SMILES: [C-:21]#[N:22].[CH3:27][N:28]([P:29]([N:30]([CH3:31])[CH3:32])([N:33]([CH3:34])[CH3:35])=[O:36])[CH3:37].[Cl:1][c:2]1[n:3][cH:4][c:5]([CH:8]([c:9]2[cH:10][cH:11][cH:12][cH:13][cH:14]2)[c:15]2[cH:16][cH:17][cH:18][cH:19][cH:20]2)[cH:6][cH:7]1.[NH2:23][CH2:24][CH2:25][NH2:26]>>[c:2]1([C:24]#[N:23])[n:3][cH:4][c:5]([CH:8]([c:9]2[cH:10][cH:11][cH:12][cH:13][cH:14]2)[c:15]2[cH:16][cH:17][cH:18][cH:19][cH:20]2)[cH:6][cH:7]1. Reactants: NC=1C=C(C=CC1Cl)NC1=NC2=C(N1C)C=CC(=C2)OC2=CC(=NC=C2)C(=O)NC ((4-{2-[(3-amino-4-chlorophenyl)amino]-1-methylbenzimidazol-5-yloxy}-(2-pyridyl))-N-methylcarboxamide), BrCCCCC(=O)Cl (5-bromopentanoylchloride), P(=O)([O-])([O-])[O-].[Na+].[Na+].[Na+] (sodium phosphate), C[Si](C)(C)[N-][Si](C)(C)C.[K+] (Potassiumbis(trimethylsilyl)amide). Run at temperature 100 celsius, time 2 hour. RXN SMILES: [NH2:1][C:2]1[CH:3]=[C:4]([NH:9][C:10]2[N:14]([CH3:15])[C:13]3[CH:16]=[CH:17][C:18]([O:20][C:21]4[CH:26]=[CH:25][N:24]=[C:23]([C:27]([NH:29][CH3:30])=[O:28])[CH:22]=4)=[CH:19][C:12]=3[N:11]=2)[CH:5]=[CH:6][C:7]=1[Cl:8].Br[CH2:32][CH2:33][CH2:34][CH2:35][C:36](Cl)=[O:37].P([O-])([O-])([O-])=O.[Na+].[Na+].[Na+].C[Si]([N-][Si](C)(C)C)(C)C.[K+]>C(Cl)(Cl)Cl>[Cl:8][C:7]1[CH:6]=[CH:5][C:4]([NH:9][C:10]2[N:14]([CH3:15])[C:13]3[CH:16]=[CH:17][C:18]([O:20][C:21]4[CH:26]=[CH:25][N:24]=[C:23]([C:27]([NH:29][CH3:30])=[O:28])[CH:22]=4)=[CH:19][C:12]=3[N:11]=2)=[CH:3][C:2]=1[N:1]1[CH2:32][CH2:33][CH2:34][CH2:35][C:36]1=[O:37] |f:2.3.4.5,6.7|. Reported procedure: To (4-{2-[(3-amino-4-chlorophenyl)amino]-1-methylbenzimidazol-5-yloxy}-(2-pyridyl))-N-methylcarboxamide in chloroform was added 5-bromopentanoylchloride (1.5 eq) and sodium phosphate (3 eq) and stir for 2 hours. Acylation was checked by HPLC/MS. The mixture was partitioned between methylene chloride and water. The organic layer was dried with sodium sulfate and concentrated. The crude N-acylated product was taken in tetrahydrofuran and Potassiumbis(trimethylsilyl)amide (2 eq) was added to it and... Yields the product ClC1=C(C=C(C=C1)NC1=NC2=C(N1C)C=CC(=C2)OC2=CC(=NC=C2)C(=O)NC)N2C(CCCC2)=O (4-[(2-{[4-chloro-3-(2-oxopiperidin-1-yl)phenyl]amino}-1-methyl-1H-benzimidazol-5-yl)oxy]-N-methylpyridine-2-carboxamide). Run in C(Cl)(Cl)Cl (chloroform). The reactants are [Al+3], [H-], [H-], [H-], [H-], [Li+], CCOC(=O)CC1CCC(N)CN1Cc1ccccc1, C1CCOC1. Product: NC1CCC(CCO)N(Cc2ccccc2)C1. As a reaction SMILES: [Al+3:2].[H-:1].[H-:4].[H-:5].[H-:6].[Li+:3].[NH2:7][CH:8]1[CH2:9][CH2:10][CH:11]([CH2:21][C:22](=[O:23])[O:24][CH2:25][CH3:26])[N:12]([CH2:14][c:15]2[cH:16][cH:17][cH:18][cH:19][cH:20]2)[CH2:13]1.[O:27]1[CH2:28][CH2:29][CH2:30][CH2:31]1>>[NH2:7][CH:8]1[CH2:9][CH2:10][CH:11]([CH2:21][CH2:22][OH:23])[N:12]([CH2:14][c:15]2[cH:16][cH:17][cH:18][cH:19][cH:20]2)[CH2:13]1.